Dataset: the Open Reaction Database (ORD), a public repository of structured organic reaction records. Task: describe an organic reaction: reactants, conditions, products, and yield Reported procedure: 200 g (1.5 moles) of powdered aluminium chloride and 40 g (684 mmol) of sodium chloride are heated together at 140°-150° C. After about 1.5 hours, 40 g (136 mmol) of 2-(4-fluorobenzoyl)-naphthalene-3-carboxylic acid are added to the melt. The dark red mixture is stirred at 140°-150° C. for one hour. Hydrolysis is then carried out at about 100° C. by slowly adding ice-water. The precipitate is filtered off and stirred with 10% sodium carbonate solution. It is then washed neutral with water and dr... The reactants are ice water, [Cl-].[Al+3].[Cl-].[Cl-] (aluminium chloride), [Cl-].[Na+] (sodium chloride), FC1=CC=C(C(=O)C2=CC3=CC=CC=C3C=C2C(=O)O)C=C1 (2-(4-fluorobenzoyl)-naphthalene-3-carboxylic acid). Isolated yield 34.9%. Yields the product FC1=CC=2C(C3=CC4=CC=CC=C4C=C3C(C2C=C1)=O)=O (2-fluoro-5,12-naphthacenequinone). As a reaction SMILES: [Cl-].[Al+3].[Cl-].[Cl-].[Cl-].[Na+].[F:7][C:8]1[CH:28]=[CH:27][C:11]([C:12]([C:14]2[C:23]([C:24]([OH:26])=O)=[CH:22][C:21]3[C:16](=[CH:17][CH:18]=[CH:19][CH:20]=3)[CH:15]=2)=[O:13])=[CH:10][CH:9]=1>>[F:7][C:8]1[CH:28]=[CH:27][C:11]2[C:12](=[O:13])[C:14]3[C:23](=[CH:22][C:21]4[C:16]([CH:15]=3)=[CH:17][CH:18]=[CH:19][CH:20]=4)[C:24](=[O:26])[C:10]=2[CH:9]=1 |f:0.1.2.3,4.5|. Reaction conditions: time 1.5 hour. Starting materials: CC(=O)Cl, CC#N, CCN(C(C)C)C(C)C, Cl, Cc1nc2cccc(CN)c2c(=O)n1C1CCC(=O)NC1=O. The product is CC(=O)NCc1cccc2nc(C)n(C3CCC(=O)NC3=O)c(=O)c12. RXN SMILES: [CH3:24][C:25]([Cl:26])=[O:27].[CH3:37][C:38]#[N:39].[CH:28]([N:29]([CH2:30][CH3:31])[CH:32]([CH3:33])[CH3:34])([CH3:35])[CH3:36].[ClH:1].[NH2:2][CH2:3][c:4]1[c:5]2[c:6](=[O:23])[n:7]([CH:15]3[C:16](=[O:22])[NH:17][C:18](=[O:21])[CH2:19][CH2:20]3)[c:8]([CH3:14])[n:9][c:10]2[cH:11][cH:12][cH:13]1>>[NH:2]([CH2:3][c:4]1[c:5]2[c:6](=[O:23])[n:7]([CH:15]3[C:16](=[O:22])[NH:17][C:18](=[O:21])[CH2:19][CH2:20]3)[c:8]([CH3:14])[n:9][c:10]2[cH:11][cH:12][cH:13]1)[C:25]([CH3:24])=[O:27].